Task: describe an organic reaction: reactants, conditions, products, and yield. Dataset: the Open Reaction Database (ORD), a public repository of structured organic reaction records Reactants: Cl (hydrochloric acid), azacoumarins, C(C)O (ethanol), OC1=CC=C2C(CCN(C2=N1)C)C (7-Hydroxy-1,4-dimethyl-1,2,3,4-tetrahydro-1,8-naphthyridine), FC(C(CC(=O)OCC)=O)(F)F (ethyl trifluoroacetoacetate). The reagents and catalysts are [Cl-].[Zn+2].[Cl-] (zinc chloride). Solvent: O (water). Yields the product O=C1C=C(C=2C(=NC=3N(CCC(C3C2)C)C)O1)C(F)(F)F (2-Oxo-6,9-dimethyl-4-trifluoromethyl-6,7,8,9-tetrahydro-2H-pyrano [2,3-b][1,8]naphthyridine). RXN SMILES: [OH:1][C:2]1[N:11]=[C:10]2[C:5]([CH:6]([CH3:13])[CH2:7][CH2:8][N:9]2[CH3:12])=[CH:4][CH:3]=1.[F:14][C:15]([F:25])([F:24])[C:16](=O)[CH2:17][C:18](OCC)=[O:19].C(O)C.Cl>[Cl-].[Zn+2].[Cl-].O>[O:19]=[C:18]1[O:1][C:2]2=[N:11][C:10]3[N:9]([CH3:12])[CH2:8][CH2:7][CH:6]([CH3:13])[C:5]=3[CH:4]=[C:3]2[C:16]([C:15]([F:25])([F:24])[F:14])=[CH:17]1 |f:4.5.6|. Reported procedure: The following procedure is typical of that used to prepare the various azacoumarins. 7-Hydroxy-1,4-dimethyl-1,2,3,4-tetrahydro-1,8-naphthyridine (0.19 g.), 1.2 ml. of ethyl trifluoroacetoacetate, 50 mg. of anhydrous zinc chloride, and 10 ml. of absolute ethanol were refluxed for 40 hours. The cooled solution was poured with stirring into 50 ml. of water plus 3 ml. of hydrochloric acid; the yellow precipitate was filtered, washed with water, and dried (0.31 g., 95%). Solvent used for recrystalliz... The reactants are C1=CC2=C(C=C1C=O)OCO2 (piperonal), [H-].[Na+] (sodium hydride), atmosphere, CCOC(=O)/C=C/CP(=O)(OCC)OCC (triethyl 4-phosphonocrotonate), [Cl-].[NH4+] (ammonium chloride). The solvent is O1CCCC1 (tetrahydrofuran). Product: C1OC=2C=C(C=CC2O1)C=CC=CC(=O)OCC (ethyl 5-(3,4-methylenedioxyphenyl)-2,4-pentadienoate). As a reaction SMILES: [H-].[Na+].[CH3:3][CH2:4][O:5][C:6](/[CH:8]=[CH:9]/[CH2:10]P(OCC)(OCC)=O)=[O:7].[CH:19]1[C:24]([CH:25]=O)=[CH:23][C:22]2[O:27][CH2:28][O:29][C:21]=2[CH:20]=1.[Cl-].[NH4+]>O1CCCC1>[CH2:28]1[O:29][C:21]2[CH:20]=[CH:19][C:24]([CH:25]=[CH:10][CH:9]=[CH:8][C:6]([O:5][CH2:4][CH3:3])=[O:7])=[CH:23][C:22]=2[O:27]1 |f:0.1,4.5|. Reported procedure: To a solution of 1.85 g (46.3 mmol) of a mineral oil containing 60% sodium hydride in dry tetrahydrofuran (100 ml) was added in an argon atmosphere 10.6 ml (47.8 mmol) of triethyl 4-phosphonocrotonate. The mixture was reacted at 0° C. for 1 hour, followed by addition of 4.86 g (32.3 mmol) of piperonal. The mixture was reacted at room temperature for 1.5 hours. Saturated aqueous solution of ammonium chloride was added to the reaction solution, and the resulting mixture was extracted with ethyl ac... The reactants are [OH-].[K+] (KOH), FC1=CC=C(CC2=NOC(C2)(COC(C)=O)COC(C)=O)C=C1 (3-(p-fluorobenzyl)-5,5-bis-(acetoxymethyl)-isoxazoline). Solvent: C(C)O (ethanol). Reaction SMILES: [OH-].[K+].[F:3][C:4]1[CH:25]=[CH:24][C:7]([CH2:8][C:9]2[CH2:13][C:12]([CH2:19][O:20]C(=O)C)([CH2:14][O:15]C(=O)C)[O:11][N:10]=2)=[CH:6][CH:5]=1>C(O)C>[F:3][C:4]1[CH:5]=[CH:6][C:7]([CH2:8][C:9]2[CH2:13][C:12]([CH2:19][OH:20])([CH2:14][OH:15])[O:11][N:10]=2)=[CH:24][CH:25]=1 |f:0.1|. Yield: 81.3%. Procedure: A solution of 58.3 g of KOH in 900 ml of ethanol is added to 138 g of 3-(p-fluorobenzyl)-5,5-bis-(acetoxymethyl)-isoxazoline, and the mixture is refluxed for 12 hours. After the mixture has been cooled, the precipitated salt is filtered off and the solvent is removed under reduced pressure. Acetone is added, after which precipitated solid is again filtered off under suction and the filtrate is evaporated down. The oil obtained can be purified by column chromatography [silica gel; eluent: toluene... Product: FC1=CC=C(CC2=NOC(C2)(CO)CO)C=C1 (3-(p-fluorobenzyl)-5,5-bis-(hydroxymethyl)-isoxazoline). Starting materials: C(C1=CC=CC=C1)(=O)C1=CC(=CN1)C(=O)OC (Methyl 5-benzoylpyrrole-3-carboxylate), [OH-].[Na+] (sodium hydroxide). Solvent: C(C)O (ethanol), C(C)O (ethanol). The product is C(C1=CC=CC=C1)(=O)C1=CC(=CN1)C(=O)O (5-Benzoylpyrrole-3-carboxylic Acid). RXN SMILES: [C:1]([C:9]1[NH:13][CH:12]=[C:11]([C:14]([O:16]C)=[O:15])[CH:10]=1)(=[O:8])[C:2]1[CH:7]=[CH:6][CH:5]=[CH:4][CH:3]=1.[OH-].[Na+]>C(O)C>[C:1]([C:9]1[NH:13][CH:12]=[C:11]([C:14]([OH:16])=[O:15])[CH:10]=1)(=[O:8])[C:2]1[CH:7]=[CH:6][CH:5]=[CH:4][CH:3]=1 |f:1.2|. Reported procedure: Methyl 5-benzoylpyrrole-3-carboxylate (7.5 g.) was combined with 100 ml. of 1 N sodium hydroxide and 100 ml. of ethanol and boiled in an open flask for 1 hour, by which time most of the ethanol had evaporated. The aqueous residue was diluted with 100 ml. of water and acidified with conc. hydrochloric acid to precipitate crystalline 5-benzoylpyrrole-3-carboxylic acid [6.3 g., m.p. 289°-290° C. (dec.), m/e 215]. The reactants are CC1=C(C2=C([C@H]([C@@]3(N2C[C@H]4[C@@H]3N4)OC)COC(=O)N)C(=O)C1=O)O (7-hydroxy-9a-methoxymitosane), CC1=C(C2=C([C@H]([C@@]3(N2C[C@H]4[C@@H]3N4)OC)COC(=O)N)C(=O)C1=O)O (7-hydroxy-9a-methoxymitosane), CC1=C(C2=C([C@H]([C@@]3(N2C[C@H]4[C@@H]3N4)OC)COC(=O)N)C(=O)C1=O)O (7-hydroxy-9a-methoxymitosane), [N+](=[N-])=C(C1=CC=CC=C1)C1=CC=CC=C1 (diazodiphenylmethane), [N+](=[N-])=C(C1=CC=CC=C1)C1=CC=CC=C1 (diazodiphenylmethane), [N+](=[N-])=C(C1=CC=CC=C1)C1=CC=CC=C1 (diazodiphenylmethane), [N+](=[N-])=C(C1=CC=CC=C1)C1=CC=CC=C1 (diazodiphenylmethane), P(O)(O)(O)=O (phosphoric acid), CO (methanol), [N+](=[N-])=C(C1=CC=CC=C1)C1=CC=CC=C1 (diazodiphenylmethane), CC1=C(C2=C([C@H]([C@@]3(N2C[C@H]4[C@@H]3N4)OC)COC(=O)N)C(=O)C1=O)O (7 -hydroxy-9a-methoxymitosane), [N+](=[N-])=C(C1=CC=CC=C1)C1=CC=CC=C1 (diazodiphenylmethane), [N+](=[N-])=C(C1=CC=CC=C1)C1=CC=CC=C1 (diazodiphenylmethane), CO (methanol), CC1=C(C2=C([C@H]([C@@]3(N2C[C@H]4[C@@H]3N4)OC)COC(=O)N)C(=O)C1=O)O (7-hydroxy-9a-methoxymitosane). Solvent: O (water), C(Cl)Cl (methylene chloride), C(Cl)Cl (methylene chloride), C(Cl)Cl (methylene chloride), C(Cl)Cl (methylene chloride). Reaction conditions: time 15 hour. Product: CC1=C(C(=O)C2=C(C1=O)N3C[C@H]4[C@@H]([C@@]3([C@@H]2COC(=O)N)OC)N4)N (mitomycin C). As a reaction SMILES: [CH3:1][C:2]1[C:22](=O)[C:20](=[O:21])[C:5]2[C@@H:6]([CH2:15][O:16][C:17]([NH2:19])=[O:18])[C@@:7]3([O:13][CH3:14])[C@H:11]4[NH:12][C@H:10]4[CH2:9][N:8]3[C:4]=2[C:3]=1[OH:24].CO.P(=O)(O)(O)O.[N+:32](=C(C1C=CC=CC=1)C1C=CC=CC=1)=[N-]>C(Cl)Cl.O>[CH3:1][C:2]1[C:3](=[O:24])[C:4]2[N:8]3[C@@:7]([O:13][CH3:14])([C@H:6]([CH2:15][O:16][C:17]([NH2:19])=[O:18])[C:5]=2[C:20](=[O:21])[C:22]=1[NH2:32])[C@H:11]1[NH:12][C@H:10]1[CH2:9]3. Procedure: We turn now to the case where drying (i.e., water removal) is not carried out, i.e., in the case where aqueous solution of basic 7-salt oxide-9a-methoxymitosane is treated directly with acid. The acid is preferably aqueous phosphoric acid and is admixed to provide a pH of 4.7 to 6.5, very preferably from 5 to 6, to produce aqueous solution of 7-hydroxy-9a-methoxymitosane. The reaction of this with diazodiphenylmethane proceeds as follows. The diazodiphenylmethane is admixed. The solvent in which... Reactants: BrC1=C(N)C=CC=C1 (2-bromoaniline), COCCOCCOC (diglyme), C([O-])([O-])=O.[Na+].[Na+] (sodium carbonate), FC1=CC=C(C=C1)B(O)O (4-fluorophenylboronic acid), BrC1=C(N)C=CC=C1 (2-bromoaniline), B(O)O (boronic acid). Solvent: C(C)(=O)OCC (ethyl acetate), C(C)O (ethanol). Reaction conditions: temperature 80 celsius. Product: FC1=CC=C(C=C1)C1=C(C=CC=C1)N (4′-Fluoro-biphenyl-2-ylamine). As a reaction SMILES: Br[C:2]1[CH:8]=[CH:7][CH:6]=[CH:5][C:3]=1[NH2:4].COCCOCCOC.C(=O)([O-])[O-].[Na+].[Na+].[F:24][C:25]1[CH:30]=[CH:29][C:28](B(O)O)=[CH:27][CH:26]=1.B(O)O>C(O)C.C(OCC)(=O)C>[F:24][C:25]1[CH:30]=[CH:29][C:28]([C:2]2[CH:8]=[CH:7][CH:6]=[CH:5][C:3]=2[NH2:4])=[CH:27][CH:26]=1 |f:2.3.4|. Procedure details: To a stirred solution of 2-bromoaniline (1.72 g, 10.0 mmol) in diglyme (30 mL) tetrakis(triphenylphosphine)-palladium(0) (0.13 g, 0.3 mmol) and 2.0 M aqueous sodium carbonate solution (15 mL, 30.0 mmol) were added. In a separate flask, 4-fluorophenylboronic acid (2.23 g 16.0 mmol) was dissolved in ethanol (8 mL) and the mixture containing 2-bromoaniline was added to this boronic acid solution. The obtained brown reaction mixture was heated at 80° C. for 6 hours, then cooled, diluted with ethyl a... The reactants are CCS, Cc1c(N2C(=O)c3ccccc3C2=O)c(Cl)nc2ccccc12, [K+], [K+], O=C([O-])[O-], CN(C)C=O, O. The product is CCSc1nc2ccccc2c(C)c1N1C(=O)c2ccccc2C1=O. Reaction SMILES: [CH2:7]([CH3:8])[SH:9].[Cl:10][c:11]1[n:12][c:13]2[cH:14][cH:15][cH:16][cH:17][c:18]2[c:19]([CH3:32])[c:20]1[N:21]1[C:22](=[O:31])[c:23]2[cH:24][cH:25][cH:26][cH:27][c:28]2[C:29]1=[O:30].[K+:1].[K+:2].[O-:3][C:4]([O-:5])=[O:6].[O:33]=[CH:34][N:35]([CH3:36])[CH3:37].[OH2:38]>>[CH2:7]([CH3:8])[S:9][c:11]1[n:12][c:13]2[cH:14][cH:15][cH:16][cH:17][c:18]2[c:19]([CH3:32])[c:20]1[N:21]1[C:22](=[O:31])[c:23]2[cH:24][cH:25][cH:26][cH:27][c:28]2[C:29]1=[O:30]. Yields the product O=C(O)C(=O)O, COc1ccc(CC(C)NCC(O)c2ccccc2O)cc1OC. RXN SMILES: [C:1]([C:2](=[O:3])[OH:4])(=[O:5])[OH:6].[C:42].[CH3:38][OH:39].[CH3:7][CH:8]([CH2:9][c:10]1[cH:11][c:12]([O:18][CH3:19])[c:13]([O:16][CH3:17])[cH:14][cH:15]1)[NH:20][CH2:21][CH:22]([c:23]1[c:24]([O:29][CH2:30][c:31]2[cH:32][cH:33][cH:34][cH:35][cH:36]2)[cH:25][cH:26][cH:27][cH:28]1)[OH:37].[H:40][H:41].[Pd:43]>>[C:1]([C:2](=[O:3])[OH:4])(=[O:5])[OH:6].[CH3:7][CH:8]([CH2:9][c:10]1[cH:11][c:12]([O:18][CH3:19])[c:13]([O:16][CH3:17])[cH:14][cH:15]1)[NH:20][CH2:21][CH:22]([c:23]1[c:24]([OH:29])[cH:25][cH:26][cH:27][cH:28]1)[OH:37]. Reactants: O=C(O)C(=O)O, C, CO, COc1ccc(CC(C)NCC(O)c2ccccc2OCc2ccccc2)cc1OC, [H][H], [Pd]. Starting materials: N1=CC=CC=C1 (pyridine), FC(C(=O)O)(C(C(F)(F)F)(F)F)F (Perfluorobutyric acid). Run in CO (methanol). Product: FC(C(=O)OC)(C(C(F)(F)F)(F)F)F (methyl perfluorobutyrate). Reaction SMILES: N1C=CC=C[CH:2]=1.[F:7][C:8]([F:19])([C:12]([F:18])([F:17])[C:13]([F:16])([F:15])[F:14])[C:9]([OH:11])=[O:10]>CO>[F:7][C:8]([F:19])([C:12]([F:17])([F:18])[C:13]([F:14])([F:15])[F:16])[C:9]([O:11][CH3:2])=[O:10]. Procedure: Cationic fluorochemical surfactants useful as antistatic agents and lubricants for polymeric shapes are prepared from 2,2,3,4,4,4-hexafluorobutanol or perfluorobutyric acid. Hexafluorobutanol is reacted with bromoundecanoic acid to obtain a bromoester which is then reacted with pyridine to obtain a cationic surfactant. Perfluorobutyric acid is esterified with methanol to obtain methyl perfluorobutyrate which is then reacted with dimethylaminopropylamine to obtain an amino-amide which is then rea... Starting materials: COc1cc(Br)cnc1Cl, CC(C)(C)OC(=O)N1CC2CC1CN2. Yields the product COc1cc(N2CC3CC2CN3C(=O)OC(C)(C)C)cnc1Cl. RXN SMILES: [Br:15][c:16]1[cH:17][c:18]([O:23][CH3:24])[c:19]([Cl:22])[n:20][cH:21]1.[CH:1]12[N:2]([C:8](=[O:9])[O:10][C:11]([CH3:12])([CH3:13])[CH3:14])[CH2:3][CH:4]([NH:5][CH2:6]1)[CH2:7]2>>[CH:1]12[N:2]([C:8](=[O:9])[O:10][C:11]([CH3:12])([CH3:13])[CH3:14])[CH2:3][CH:4]([N:5]([c:16]3[cH:17][c:18]([O:23][CH3:24])[c:19]([Cl:22])[n:20][cH:21]3)[CH2:6]1)[CH2:7]2.